This data is from the Open Reaction Database (ORD), a public repository of structured organic reaction records. The task is: describe an organic reaction: reactants, conditions, products, and yield Starting materials: ClC=1C=CC2=C(C(CC3=C(S2)C=CC(=C3)C)N3CCNCC3)C1 (1-(8-chloro-10,11-dihydro-2-methyl-dibenzo[b,f]thiepin-10-yl)piperazine), ClCCN1C(CCC1)=O (N-(beta-chloroethyl)-pyrrolidinone), C([O-])([O-])=O.[K+].[K+] (potassium carbonate), [I-].[Na+] (sodium iodide). Solvent: C1(=CC=CC=C1)C (toluene). The product is ClC=1C=CC2=C(C(CC3=C(S2)C=CC(=C3)C)N3CCN(CC3)CCN3C(CCC3)=O)C1 (1-{-2-[4-(8-chloro-10,11-dihydro-2-methyl-dibenzo[b,f]thiepin10-yl)-1-piperazinyl]-ethyl}-2-pyrrolidinone). Reaction SMILES: [Cl:1][C:2]1[CH:3]=[CH:4][C:5]2[S:11][C:10]3[CH:12]=[CH:13][C:14]([CH3:16])=[CH:15][C:9]=3[CH2:8][CH:7]([N:17]3[CH2:22][CH2:21][NH:20][CH2:19][CH2:18]3)[C:6]=2[CH:23]=1.C(=O)([O-])[O-].[K+].[K+].[I-].[Na+].Cl[CH2:33][CH2:34][N:35]1[CH2:39][CH2:38][CH2:37][C:36]1=[O:40]>C1(C)C=CC=CC=1>[Cl:1][C:2]1[CH:3]=[CH:4][C:5]2[S:11][C:10]3[CH:12]=[CH:13][C:14]([CH3:16])=[CH:15][C:9]=3[CH2:8][CH:7]([N:17]3[CH2:22][CH2:21][N:20]([CH2:33][CH2:34][N:35]4[CH2:39][CH2:38][CH2:37][C:36]4=[O:40])[CH2:19][CH2:18]3)[C:6]=2[CH:23]=1 |f:1.2.3,4.5|. Procedure details: 11 G. of 1-(8-chloro-10,11-dihydro-2-methyl-dibenzo[b,f]thiepin-10-yl)piperazine are heated together with 15.5 g. of potassium carbonate, 0.5 g. of sodium iodide, 11 g. of N-(beta-chloroethyl)-pyrrolidinone and 150 ml. of toluene under reflux conditions over a period of 12 hours. The reaction mixture is evaporated under reduced pressure. The residue is dispersed between water and ether and the ethereal phase is dried over sodium sulfate and evaporated, whereby there is obtained 1-{-2-[4-(8-chlor... Reactants: OC(CNC(=NCCSCC=1OC(=CC1)CN(C(C(Cl)(Cl)Cl)=O)C)NS(=O)(=O)C)C1=CC=C(C=C1)O (N-[2-hydroxy-2-(4-hydroxyphenyl)ethyl]-N'-methanesulfonyl-N"-[2-[[5-[N-methyl-N(trichloroacetyl)aminomethyl]-2-furyl]methylthio]ethyl]guanidine), Cl (hydrochloric acid). The solvent is C(C)O (ethanol), [OH-].[Na+] (sodium hydroxide). Run at time 2 hour. The product is OC(CNC(=NCCSCC=1OC(=CC1)CNC)NS(=O)(=O)C)C1=CC=C(C=C1)O (N-[2-hydroxy-2-(4hydroxyphenyl)ethyl]-N'-methanesulfonyl-N"-[2-[[5-(methylamino)methyl-2-furyl]methylthio]ethyl]guanidine). Isolated yield 84.2%. RXN SMILES: [OH:1][CH:2]([C:30]1[CH:35]=[CH:34][C:33]([OH:36])=[CH:32][CH:31]=1)[CH2:3][NH:4][C:5]([NH:25][S:26]([CH3:29])(=[O:28])=[O:27])=[N:6][CH2:7][CH2:8][S:9][CH2:10][C:11]1[O:12][C:13]([CH2:16][N:17](C)[C:18](=O)C(Cl)(Cl)Cl)=[CH:14][CH:15]=1.Cl>C(O)C.[OH-].[Na+]>[OH:1][CH:2]([C:30]1[CH:31]=[CH:32][C:33]([OH:36])=[CH:34][CH:35]=1)[CH2:3][NH:4][C:5]([NH:25][S:26]([CH3:29])(=[O:28])=[O:27])=[N:6][CH2:7][CH2:8][S:9][CH2:10][C:11]1[O:12][C:13]([CH2:16][NH:17][CH3:18])=[CH:14][CH:15]=1 |f:3.4|. Procedure details: 9.4 g of N-[2-hydroxy-2-(4-hydroxyphenyl)ethyl]-N'-methanesulfonyl-N"-[2-[[5-[N-methyl-N(trichloroacetyl)aminomethyl]-2-furyl]methylthio]ethyl]guanidine was dissolved in a mixture of 8 ml of ethanol and 47 ml of a 1N aqueous sodium hydroxide solution in a nitrogen atmosphere. The mixture was stirred at room temperature for 2 hours. Then, the mixture was adjusted to pH 9.7 with 6N hydrochloric acid with ice-cooling, a seed crystal was added thereto and the mixture was stirred for 4 hours at room ... Reaction SMILES: [CH3:1][O:2][c:3]1[c:4](-[c:9]2[cH:10][cH:11][c:12]3[cH:13][n:14][c:15]([O:18][S:19]([C:20]([F:21])([F:22])[F:23])(=[O:24])=[O:25])[n:16][n:17]23)[cH:5][cH:6][cH:7][cH:8]1.[CH3:40][O:41][CH:42]([OH:43])[CH2:44][CH3:45].[NH2:26][c:27]1[cH:28][c:29]2[c:33]([cH:34][cH:35]1)[CH2:32][N:31]([CH2:36][C:37](=[O:38])[NH2:39])[CH2:30]2>>[CH3:1][O:2][c:3]1[c:4](-[c:9]2[cH:10][cH:11][c:12]3[cH:13][n:14][c:15]([NH:26][c:27]4[cH:28][c:29]5[c:33]([cH:34][cH:35]4)[CH2:32][N:31]([CH2:36][C:37](=[O:38])[NH2:39])[CH2:30]5)[n:16][n:17]23)[cH:5][cH:6][cH:7][cH:8]1. Reactants: COc1ccccc1-c1ccc2cnc(OS(=O)(=O)C(F)(F)F)nn12, CCC(O)OC, NC(=O)CN1Cc2ccc(N)cc2C1. Product: COc1ccccc1-c1ccc2cnc(Nc3ccc4c(c3)CN(CC(N)=O)C4)nn12. Starting materials: C[C@H]1[C@@H](CCC1)OC=1C=CC=2CN(CCOC2N1)C(=O)OC(C)(C)C (tert-butyl 8-[(trans-2-methylcyclopentyl)oxy]-2,3-dihydropyrido[3,2-f][1,4]oxazepine-4(5H)-carboxylate), Cl.C(C)(=O)OCC (hydrogen chloride ethyl acetate). Reaction conditions: time 3 hour. The product is Cl.Cl.C[C@H]1[C@@H](CCC1)OC=1C=CC=2CNCCOC2N1 (8-[(trans-2-methylcyclopentyl)oxy]-2,3,4,5-tetrahydropyrido[3,2-f][1,4]oxazepine dihydrochloride). Isolated yield 44.0%. As a reaction SMILES: [CH3:1][C@@H:2]1[CH2:6][CH2:5][CH2:4][C@H:3]1[O:7][C:8]1[CH:9]=[CH:10][C:11]2[CH2:12][N:13](C(OC(C)(C)C)=O)[CH2:14][CH2:15][O:16][C:17]=2[N:18]=1.[ClH:26].C(OCC)(=O)C>>[ClH:26].[ClH:26].[CH3:1][C@@H:2]1[CH2:6][CH2:5][CH2:4][C@H:3]1[O:7][C:8]1[CH:9]=[CH:10][C:11]2[CH2:12][NH:13][CH2:14][CH2:15][O:16][C:17]=2[N:18]=1 |f:1.2,3.4.5|. Procedure: A mixture of the compound obtained in step 1 (0.46 g) and 4N hydrogen chloride/ethyl acetate (3 mL) was stirred at room temperature for 3 hr. The precipitate was collected by filtration, and the aqueous layer was basified and extracted with ethyl acetate and aqueous sodium hydroxide solution. The organic layer was washed with saturated brine and dried, and the solvent was evaporated under reduced pressure. Ethyl acetate was added to the residue, and 4N hydrogen chloride/ethyl acetate was added. ... Reactants: N=1C=CC=2C=CC=CC2C1C=3C=CC4=CC=C5C=CC=C6C=CC3C4=C56. Reagents/catalysts: N=1C=CC=CC1C=NN(CC=2C=CC=CC2)CC=3C=CC=CC3, O1BOC(C)(C)C1(C)C, O1B(OC(C)(C)C1(C)C)B2OC(C)(C)C(O2)(C)C, C[OH2+].C[OH2+].C1CC=CCCC=C1.C1CC=CCCC=C1.[Ir].[Ir]. Run in O1CCCC1. Run at temperature 50 celsius, time 7 hour. Yields the product N=1C=CC=2C=CC=CC2C1C=3C(=CC4=CC=C5C=CC=C6C=CC3C4=C56)B7OC(C)(C)C(O7)(C)C. Yield: 62.0%. Procedure details: Following the general procedure, column chromatography (EtOAc/n-hexane 1:6) afforded 9h (141 mg, 62 %) as a yellow viscous oil. Reactants: COC1=CC=C(C=C1)NC=1N=NC(=CN1)C(C)NC(=O)C=1OC=CC1 (N[1-(3-{[4-(methyloxy)phenyl]amino}-1,2,4-triazin-6-yl)ethyl]-2-furancarboxamide), C1(=CC=CC=C1)CC(=O)Cl (phenylacetyl chloride), NC(C)C1=CN=C(N=N1)NC1=CC=C(C=C1)OC (6-(1-aminoethyl)-N-[4-(methyloxy)phenyl]-1,2,4-triazin-3-amine), NC(C)C1=CN=C(N=N1)NC1=CC=C(C=C1)OC (6-(1-aminoethyl)-N-[4-(methyloxy)phenyl]-1,2,4-triazin-3-amine). Reaction SMILES: [CH3:1][O:2][C:3]1[CH:8]=[CH:7][C:6]([NH:9][C:10]2[N:11]=[N:12][C:13]([CH:16]([NH:18][C:19]([C:21]3O[CH:23]=[CH:24][CH:25]=3)=[O:20])[CH3:17])=[CH:14][N:15]=2)=[CH:5][CH:4]=1.N[CH:27]([C:29]1N=NC(NC2C=CC(OC)=CC=2)=NC=1)[CH3:28].C1(CC(Cl)=O)C=CC=CC=1>>[CH3:1][O:2][C:3]1[CH:4]=[CH:5][C:6]([NH:9][C:10]2[N:11]=[N:12][C:13]([CH:16]([NH:18][C:19](=[O:20])[CH2:21][C:25]3[CH:24]=[CH:23][CH:29]=[CH:27][CH:28]=3)[CH3:17])=[CH:14][N:15]=2)=[CH:7][CH:8]=1. Yields the product COC1=CC=C(C=C1)NC=1N=NC(=CN1)C(C)NC(CC1=CC=CC=C1)=O (N-[1-(3-{[4-(methyloxy)phenyl]amino}-1,2,4-triazin-6-yl)ethyl]-2-phenylacetamide). Procedure details: In a similar manner as described for Intermediate 59, using 6-(1-aminoethyl)-N-[4-(methyloxy)phenyl]-1,2,4-triazin-3-amine (Intermediate 47) (100 mg, 0.41 mmol), and phenylacetyl chloride (0.059 mL, 0.45 mmol) to afford N-[1-(3-{[4-(methyloxy)phenyl]amino}-1,2,4-triazin-6-yl)ethyl]-2-phenylacetamide (50 mg) as a yellow solid. MS m/z 364 (M+1). The reactants are [F-].C(CCC)[N+](CCCC)(CCCC)CCCC (Tetrabutylammonium fluoride), [Si](C1=CC=CC=C1)(C1=CC=CC=C1)(C(C)(C)C)OCCOC[C@@H](C(=O)NC1=NC=C(C=C1)Cl)OC1=C2C(=NC=N1)N(N=C2)C2=C(C=CC(=C2)C)C ((2S)-3-(2-(tert-butyldiphenylsilyloxy)ethoxy)-N-(5-chloropyridin-2-yl)-2-(1-(2,5-dimethylphenyl)-1H-pyrazolo[3,4-d]pyrimidin-4-yloxy)propanamide). Solvent: C1CCOC1 (THF). Conditions: time 1 hour. The product is ClC=1C=CC(=NC1)NC([C@H](COCCO)OC1=C2C(=NC=N1)N(N=C2)C2=C(C=CC(=C2)C)C)=O ((2S)—N-(5-chloropyridin-2-yl)-2-(1-(2,5-dimethylphenyl)-1H-pyrazolo[3,4-d]pyrimidin-4-yloxy)-3-(2-hydroxyethoxy)propanamide). Isolated yield 42.8%. Reaction SMILES: [F-].C([N+](CCCC)(CCCC)CCCC)CCC.[Si]([O:36][CH2:37][CH2:38][O:39][CH2:40][C@H:41]([O:52][C:53]1[N:58]=[CH:57][N:56]=[C:55]2[N:59]([C:62]3[CH:67]=[C:66]([CH3:68])[CH:65]=[CH:64][C:63]=3[CH3:69])[N:60]=[CH:61][C:54]=12)[C:42]([NH:44][C:45]1[CH:50]=[CH:49][C:48]([Cl:51])=[CH:47][N:46]=1)=[O:43])(C(C)(C)C)(C1C=CC=CC=1)C1C=CC=CC=1>C1COCC1>[Cl:51][C:48]1[CH:49]=[CH:50][C:45]([NH:44][C:42](=[O:43])[C@@H:41]([O:52][C:53]2[N:58]=[CH:57][N:56]=[C:55]3[N:59]([C:62]4[CH:67]=[C:66]([CH3:68])[CH:65]=[CH:64][C:63]=4[CH3:69])[N:60]=[CH:61][C:54]=23)[CH2:40][O:39][CH2:38][CH2:37][OH:36])=[N:46][CH:47]=1 |f:0.1|. Procedure details: Tetrabutylammonium fluoride (1M in THF) (0.455 mL, 0.45 mmol) was added to (2S)-3-(2-(tert-butyldiphenylsilyloxy)ethoxy)-N-(5-chloropyridin-2-yl)-2-(1-(2,5-dimethylphenyl)-1H-pyrazolo[3,4-d]pyrimidin-4-yloxy)propanamide (Intermediate AJ1) (328 mg, 0.45 mmol) in THF (5 mL) under nitrogen. The resulting mixture was stirred at ambient temperature for 1 hour. The reaction mixture was quenched with saturated NH4Cl (2 mL), diluted with DCM (25 mL) and poured onto a phase separator. The organic layer w...